The task is: describe an organic reaction: reactants, conditions, products, and yield. This data is from the Open Reaction Database (ORD), a public repository of structured organic reaction records. The reactants are CC(C)Nc1ccccc1CO, N#CC1=C(C#N)C(=O)C(Cl)=C(Cl)C1=O, C1COCCO1. The product is CC(C)Nc1ccccc1C=O. RXN SMILES: [CH:1]([CH3:2])([CH3:3])[NH:4][c:5]1[c:6]([CH2:7][OH:8])[cH:9][cH:10][cH:11][cH:12]1.[Cl:13][C:14]1=[C:25]([Cl:26])[C:23](=[O:24])[C:20]([C:21]#[N:22])=[C:17]([C:18]#[N:19])[C:15]1=[O:16].[O:27]1[CH2:28][CH2:29][O:30][CH2:31][CH2:32]1>>[CH:1]([CH3:2])([CH3:3])[NH:4][c:5]1[c:6]([CH:7]=[O:8])[cH:9][cH:10][cH:11][cH:12]1. The reactants are CC1=CC=C(C=C1)S(=O)(=O)OCC1CCS(CC1)(=O)=O ((1,1-dioxidotetrahydro-2H-thiopyran-4-yl)methyl 4-methylbenzenesulfonate), C1(=CC=CC=C1)O (phenol), O[C@H](CCNC(OC(C)(C)C)=O)C1=CC(=CC=C1)O ((R)-tert-butyl 3-hydroxy-3-(3-hydroxyphenyl)propylcarbamate). The product is O=S1(CCC(CC1)COC=1C=C(C=CC1)[C@@H](CCNC(OC(C)(C)C)=O)O)=O ((R)-tert-butyl (3-(3-((1,1-dioxidotetrahydro-2H-thiopyran-4-yl)methoxy)phenyl)-3-hydroxypropyl)carbamate). Reaction SMILES: CC1C=CC(S([O:11][CH2:12][CH:13]2[CH2:18][CH2:17][S:16](=[O:20])(=[O:19])[CH2:15][CH2:14]2)(=O)=O)=CC=1.C1(O)C=CC=CC=1.[OH:28][C@@H:29]([C:40]1[CH:45]=[CH:44][CH:43]=[C:42](O)[CH:41]=1)[CH2:30][CH2:31][NH:32][C:33](=[O:39])[O:34][C:35]([CH3:38])([CH3:37])[CH3:36]>>[O:20]=[S:16]1(=[O:19])[CH2:15][CH2:14][CH:13]([CH2:12][O:11][C:42]2[CH:41]=[C:40]([C@H:29]([OH:28])[CH2:30][CH2:31][NH:32][C:33](=[O:39])[O:34][C:35]([CH3:36])([CH3:38])[CH3:37])[CH:45]=[CH:44][CH:43]=2)[CH2:18][CH2:17]1. Procedure: Reaction between (1,1-dioxidotetrahydro-2H-thiopyran-4-yl)methyl 4-methylbenzenesulfonate and phenol (7, Intermediate I) following the method used in Example 7 gave (R)-tert-butyl (3-(3-((1,1-dioxidotetrahydro-2H-thiopyran-4-yl)methoxy)phenyl)-3-hydroxypropyl)carbamate as colorless oil. Yield (58%); 1H NMR (400 MHz, DMSO-d6): δ 7.20 (t, J=8.0 Hz, 1H), 6.87 (d, J=8.0 Hz, 2H), 6.78 (d, J=4.0 Hz, 1H), 5.19 (d, J=4.4 Hz, 1H), 4.51-4.49 (bs, 1H), 3.87-3.85 (d, J=8.0 Hz, 1H), 3.22-3.15 (m, 2H), 3.08-3... The reactants are solution, C1(=CC=CC=C1)[Mg]Br (PhMgBr), CON(C(=O)C(C)NC(OC(C)(C)C)=O)C (Tert-butyl 1-(N-methoxy-N-methylcarbamoyl)ethylcarbamate). Solvent: C1CCOC1 (THF), C1CCOC1 (THF). Run at temperature 0 celsius, time 1 hour. The product is O=C(C(C)NC(OC(C)(C)C)=O)C1=CC=CC=C1 (Tert-butyl 1-oxo-1-phenylpropan-2-ylcarbamate). Isolated yield 86.0%. Reaction SMILES: CON(C)[C:4]([CH:6]([NH:8][C:9](=[O:15])[O:10][C:11]([CH3:14])([CH3:13])[CH3:12])[CH3:7])=[O:5].[C:17]1([Mg]Br)[CH:22]=[CH:21][CH:20]=[CH:19][CH:18]=1>C1COCC1>[O:5]=[C:4]([C:17]1[CH:22]=[CH:21][CH:20]=[CH:19][CH:18]=1)[CH:6]([NH:8][C:9](=[O:15])[O:10][C:11]([CH3:12])([CH3:13])[CH3:14])[CH3:7]. Procedure details: tert-butyl 1-(N-methoxy-N-methylcarbamoyl)ethylcarbamate (39) (2.3 g, 10.0 mmol, 1.0 equiv.) was added to a 250 mL RBF followed by THF (100 mL). The mixture was cooled to 0° C. via an ice bath and a 1.0 M solution of PhMgBr in THF (30.0 mL, 30.0 mmol, 3.0 equiv.) was added over 8 min. The reaction stirred for 1.0 h at 0° C. and the ice bath was removed. The reaction stirred for an additional 1.0 h at rt. and was again cooled to 0° C. via an ice bath. Next, the reaction was quenched by addition o... The reactants are C1CCOC1 (THF), C1(=CC=C(C=C1)S(=O)(=O)O)C (p-toluenesulfonic acid), ClC1=C(C=CC(=C1)I)NC1=C(C(N(C(N1C)=O)C)=O)C(=O)NOC[C@@H]1OC(OC1)(C)C ((R)-6-(2-chloro-4-iodophenylamino)-N-((2,2-dimethyl-1,3-dioxolan-4-yl)methoxy)-1,3-dimethyl-2,4-dioxo-1,2,3,4-tetrahydropyrimidine-5-carboxamide). The solvent is CO (MeOH). Run at time 6 hour. Product: ClC1=C(C=CC(=C1)I)NC1=C(C(N(C(N1C)=O)C)=O)C(=O)NOC[C@@H](CO)O ((R)-6-(2-chloro-4-iodophenylamino)-N-(2,3-dihydroxypropoxy)-1,3-dimethyl-2,4-dioxo-1,2,3,4-tetrahydropyrimidine-5-carboxamide). RXN SMILES: [Cl:1][C:2]1[CH:7]=[C:6]([I:8])[CH:5]=[CH:4][C:3]=1[NH:9][C:10]1[N:15]([CH3:16])[C:14](=[O:17])[N:13]([CH3:18])[C:12](=[O:19])[C:11]=1[C:20]([NH:22][O:23][CH2:24][C@H:25]1[CH2:29][O:28]C(C)(C)[O:26]1)=[O:21].C1COCC1.C1(C)C=CC(S(O)(=O)=O)=CC=1>CO>[Cl:1][C:2]1[CH:7]=[C:6]([I:8])[CH:5]=[CH:4][C:3]=1[NH:9][C:10]1[N:15]([CH3:16])[C:14](=[O:17])[N:13]([CH3:18])[C:12](=[O:19])[C:11]=1[C:20]([NH:22][O:23][CH2:24][C@H:25]([OH:26])[CH2:29][OH:28])=[O:21]. Reported procedure: (R)-6-(2-chloro-4-iodophenylamino)-N-((2,2-dimethyl-1,3-dioxolan-4-yl)methoxy)-1,3-dimethyl-2,4-dioxo-1,2,3,4-tetrahydropyrimidine-5-carboxamide (Example 26, 140 mg, 0.24 mmol, 1 eq) was dissolved in 3 ml of MeOH and 3 ml of THF then p-toluenesulfonic acid (24 mg, 0.5 eq) was added. After stirring at RT for 6 hours the reaction was complete. Evaporation in vacuo, followed by HPLC purification gave the title compound as a white solid. (31 mg, 24%). 1H NMR (400 MHz, DMSO-d6) δ ppm 2.89 (s, 3H) 3.2... Reactants: ClC1=C2N(C=3C=CC(=CC13)OCC1=CC(=C(C=C1)OC(C)C)C(F)(F)F)CC[C@@H]2CC(=O)O ((R)-2-(9-Chloro-7-(4-isopropoxy-3-(trifluoromethyl)benzyloxy)-2,3-dihydro-1H-pyrrolo[1,2-a]indol-1-yl)acetic acid), [OH-].[Na+] (NaOH). The solvent is CC(C)O (IPA). Conditions: time 24 hour. Yields the product O.[Na+].ClC1=C2N(C=3C=CC(=CC13)OCC1=CC(=C(C=C1)OC(C)C)C(F)(F)F)CC[C@@H]2CC(=O)[O-] ((R)-2-(9-chloro-7-(4-isopropoxy-3-(trifluoromethyl)benzyloxy)-2,3-dihydro-1H-pyrrolo[1,2-a]indol-1-yl)acetic acid sodium salt hydrate). As a reaction SMILES: [Cl:1][C:2]1[C:10]2[CH:9]=[C:8]([O:11][CH2:12][C:13]3[CH:18]=[CH:17][C:16]([O:19][CH:20]([CH3:22])[CH3:21])=[C:15]([C:23]([F:26])([F:25])[F:24])[CH:14]=3)[CH:7]=[CH:6][C:5]=2[N:4]2[CH2:27][CH2:28][C@H:29]([CH2:30][C:31]([OH:33])=[O:32])[C:3]=12.[OH-].[Na+:35]>CC(O)C>[OH2:11].[Na+:35].[Cl:1][C:2]1[C:10]2[CH:9]=[C:8]([O:11][CH2:12][C:13]3[CH:18]=[CH:17][C:16]([O:19][CH:20]([CH3:22])[CH3:21])=[C:15]([C:23]([F:24])([F:25])[F:26])[CH:14]=3)[CH:7]=[CH:6][C:5]=2[N:4]2[CH2:27][CH2:28][C@H:29]([CH2:30][C:31]([O-:33])=[O:32])[C:3]=12 |f:1.2,4.5.6|. Reported procedure: (R)-2-(9-Chloro-7-(4-isopropoxy-3-(trifluoromethyl)benzyloxy)-2,3-dihydro-1H-pyrrolo[1,2-a]indol-1-yl)acetic acid (20 mg) was dissolved in IPA (0.5 mL) with heating, and 2.0 M NaOH (21 uL) was added. The solution was allowed to cool to room temperature and stir for 24 h. The resultant solids that had formed were collected after decanting off the IPA. The reactants are CC[O-], CCO, CN(C)C=O, NC(=O)c1ccc(Cl)nc1Cl, [Na+]. The product is CCOc1nc(Cl)ccc1C(N)=O. RXN SMILES: [CH3:13][CH2:14][O-:15].[CH3:16][CH2:17][OH:18].[CH3:19][N:20]([CH3:21])[CH:22]=[O:23].[Cl:1][c:2]1[c:3]([C:4](=[O:5])[NH2:6])[cH:7][cH:8][c:9]([Cl:11])[n:10]1.[Na+:12]>>[c:2]1([O:15][CH2:14][CH3:13])[c:3]([C:4](=[O:5])[NH2:6])[cH:7][cH:8][c:9]([Cl:11])[n:10]1. The solvent is CS(=O)C (dimethylsulfoxide). Product: O=C1C=2N=CN(C2N=CN1)CCC(=O)NC1=CC=C(C(=O)OCC)C=C1 (4-[[3-(1,6-dihydro-6-oxo-9H-purin-9-yl)-1-oxopropyl]amino]benzoic acid, ethyl ester). Reactants: O=C1C=2N=CN(C2N=CN1)CCC(=O)OC1=CC=C(C=C1)[N+](=O)[O-] (3-(1,6-dihydro-6-oxo-9H-purin-9-yl)propanoic acid, 4-nitrophenyl ester), C(C)OC(C1=CC=C(C=C1)N)=O (4-aminobenzoic acid ethyl ester), CC(=O)C (acetone). Procedure: 165 mg (0.50 mmol) of 3-(1,6-dihydro-6-oxo-9H-purin-9-yl)propanoic acid, 4-nitrophenyl ester (AIT-0081) and 84 mg (0.50 mmol) of 4-aminobenzoic acid ethyl ester were heated together in 1.5 ml of dimethylsulfoxide at 35°-40° C. for 72 hours. A white precipitate was observed at the bottom of the flask. 10 ml acetone was added and the solid was collected by Buchner vacuum filtration. The solid was washed twice with acetone and was allowed to dry. This yielded 53 mg of 4-[[3-(1,6-dihydro-6-oxo-9H-pu... As a reaction SMILES: [O:1]=[C:2]1[NH:10][CH:9]=[N:8][C:7]2[N:6]([CH2:11][CH2:12][C:13]([O:15]C3C=CC([N+]([O-])=O)=CC=3)=O)[CH:5]=[N:4][C:3]1=2.[CH2:25]([O:27][C:28](=[O:36])[C:29]1[CH:34]=[CH:33][C:32]([NH2:35])=[CH:31][CH:30]=1)[CH3:26].CC(C)=O>CS(C)=O>[O:1]=[C:2]1[NH:10][CH:9]=[N:8][C:7]2[N:6]([CH2:11][CH2:12][C:13]([NH:35][C:32]3[CH:31]=[CH:30][C:29]([C:28]([O:27][CH2:25][CH3:26])=[O:36])=[CH:34][CH:33]=3)=[O:15])[CH:5]=[N:4][C:3]1=2. Isolated yield 30.0%.